This data is from the Open Reaction Database (ORD), a public repository of structured organic reaction records. The task is: describe an organic reaction: reactants, conditions, products, and yield Reactants: COC(=O)CS[C@@H]1[C@@H](C(N1)=O)NC(C1=CC=CC=C1)(C1=CC=CC=C1)C1=CC=CC=C1 ((3R,4R)-4-[[(methoxycarbonyl)methyl]thio]-3-tritylamino-2-azetidinone), N (ammonia). Solvent: C(C)O (ethanol). Conditions: time 2 day. Product: NC(=O)CS[C@@H]1[C@@H](C(N1)=O)NC(C1=CC=CC=C1)(C1=CC=CC=C1)C1=CC=CC=C1 ((3R,4R)-4-[[(aminocarbonyl)methyl]thio]-3-tritylamino-2-azetidinone). RXN SMILES: C[O:2][C:3]([CH2:5][S:6][C@H:7]1[NH:10][C:9](=[O:11])[C@H:8]1[NH:12][C:13]([C:26]1[CH:31]=[CH:30][CH:29]=[CH:28][CH:27]=1)([C:20]1[CH:25]=[CH:24][CH:23]=[CH:22][CH:21]=1)[C:14]1[CH:19]=[CH:18][CH:17]=[CH:16][CH:15]=1)=O.[NH3:32]>C(O)C>[NH2:32][C:3]([CH2:5][S:6][C@H:7]1[NH:10][C:9](=[O:11])[C@H:8]1[NH:12][C:13]([C:14]1[CH:15]=[CH:16][CH:17]=[CH:18][CH:19]=1)([C:20]1[CH:25]=[CH:24][CH:23]=[CH:22][CH:21]=1)[C:26]1[CH:31]=[CH:30][CH:29]=[CH:28][CH:27]=1)=[O:2]. Procedure details: To a solution of 4.35 g of (3R,4R)-4-[[(methoxycarbonyl)methyl]thio]-3-tritylamino-2-azetidinone in 45 ml of ethanol is added 11 ml of 25 to 28% aqueous ammonia and the reaction mixture is allowed to stand at room temperature for 2 days. The mixture is further treated in the same manner as described in Reference Example 8 to give 1.804 g of (3R,4R)-4-[[(aminocarbonyl)methyl]thio]-3-tritylamino-2-azetidinone. The reactants are C(C)(=O)OC[C@H]1[C@H](CC=CC1)CBr (1(R)-acetoxymethyl-2(S)-bromomethylcyclohex-4-ene), C(C)(=O)O (acetic acid), NC1=NC(=C2NC=NC2=N1)OCC1=CC=CC=C1 (2-amino-6-benzyloxypurine), [H-].[Na+] (sodium hydride). Run in CN(C)C=O (DMF), CN(C)C=O (DMF). Reaction conditions: time 30 minute. Product: C(C)(=O)OC[C@H]1[C@H](CC=CC1)CN1C2=NC(=NC(=C2N=C1)OCC1=CC=CC=C1)N (9-{[1(R)-acetoxymethyl-2(S)-cyclohex-4-enyl]-methyl}2-amino-6-benzyloxypurine). Reaction SMILES: [NH2:1][C:2]1[N:10]=[C:9]2[C:5]([NH:6][CH:7]=[N:8]2)=[C:4]([O:11][CH2:12][C:13]2[CH:18]=[CH:17][CH:16]=[CH:15][CH:14]=2)[N:3]=1.[H-].[Na+].[C:21]([O:24][CH2:25][C@@H:26]1[CH2:31][CH:30]=[CH:29][CH2:28][C@@H:27]1[CH2:32]Br)(=[O:23])[CH3:22].C(O)(=O)C>CN(C=O)C>[C:21]([O:24][CH2:25][C@@H:26]1[CH2:31][CH:30]=[CH:29][CH2:28][C@@H:27]1[CH2:32][N:8]1[CH:7]=[N:6][C:5]2[C:9]1=[N:10][C:2]([NH2:1])=[N:3][C:4]=2[O:11][CH2:12][C:13]1[CH:14]=[CH:15][CH:16]=[CH:17][CH:18]=1)(=[O:23])[CH3:22] |f:1.2|. Procedure details: To a suspension of 2-amino-6-benzyloxypurine (1 mmol) in DMF (2 mL) was added sodium hydride (1.15 eq) and the mixture stirred at room temperature for 30 minutes. A solution of 1(R)-acetoxymethyl-2(S)-bromomethylcyclohex-4-ene (1.1 eq) in DMF (0.75 mL) and the reaction stirred at 60° C. for 16 hours. The reaction was neutralized with acetic acid and concentrated. The desired compound was purified by silica gel chromatography (chloroform:methanol 95:5) as a colorless foam. 1HNMR (500 mHz, CDCl3):... Reactants: C(#N)CCCO[C@@H]1CC[C@H](CC1)N(S(=O)(=O)C1=CC=C(C=C1)C(F)(F)F)C (trans-N-[4-(3-Cyano-propoxy)-cyclohexyl]-N-methyl-4-trifluoromethyl-benzenesulfonamide), Cl (HCl), C(C)O (ethanol). Reaction conditions: time 48 hour. The product is C(C)OC(CCCO[C@@H]1CC[C@H](CC1)N(S(=O)(=O)C1=CC=C(C=C1)C(F)(F)F)C)=N (trans-4-{4-[Methyl-(4-trifluoromethyl-benzenesulfonyl)-amino]-cyclohexyloxy}-butyrimidic acid ethyl ester). Reaction SMILES: [C:1]([CH2:3][CH2:4][CH2:5][O:6][C@H:7]1[CH2:12][CH2:11][C@H:10]([N:13]([CH3:27])[S:14]([C:17]2[CH:22]=[CH:21][C:20]([C:23]([F:26])([F:25])[F:24])=[CH:19][CH:18]=2)(=[O:16])=[O:15])[CH2:9][CH2:8]1)#[N:2].Cl.[CH2:29]([OH:31])[CH3:30]>>[CH2:29]([O:31][C:1](=[NH:2])[CH2:3][CH2:4][CH2:5][O:6][C@H:7]1[CH2:8][CH2:9][C@H:10]([N:13]([CH3:27])[S:14]([C:17]2[CH:22]=[CH:21][C:20]([C:23]([F:24])([F:25])[F:26])=[CH:19][CH:18]=2)(=[O:16])=[O:15])[CH2:11][CH2:12]1)[CH3:30]. Procedure: 0.35 g (0.87 mmol) trans-N-[4-(3-Cyano-propoxy)-cyclohexyl]-N-methyl-4-trifluoromethyl-benzenesulfonamide in 6 ml ethanol were treated with HCl gas at low temperature for 20 min. The mixture was kept at −20° C. for 48 h, was concentrated under reduced pressure to yield 400 mg (quant.) trans-4-{4-[Methyl-(4-trifluoromethyl-benzenesulfonyl)-amino]-cyclohexyloxy}-butyrimidic acid ethyl ester as light brown oil, MS: 451 (MH+). Reactants: O (water), C(C)N(C(NC1=C(C(=O)OC)C=CC=C1)=S)CC (Methyl 2-(3,3-diethyl-thioureido)benzoate), O.NN (Hydrazine monohydrate), IC (iodomethane). The solvent is CO (methanol). Conditions: temperature 80 celsius, time 8 hour. Yields the product NN1C(=NC2=CC=CC=C2C1=O)N(CC)CC (3-Amino-2-diethylamino-3H-quinazolin-4-one). Yield: 68.7%. As a reaction SMILES: [CH2:1]([N:3]([CH2:17][CH3:18])[C:4](=S)[NH:5][C:6]1[CH:15]=[CH:14][CH:13]=[CH:12][C:7]=1[C:8]([O:10]C)=O)[CH3:2].IC.O.[NH2:22][NH2:23].O>CO>[NH2:22][N:23]1[C:8](=[O:10])[C:7]2[C:6](=[CH:15][CH:14]=[CH:13][CH:12]=2)[N:5]=[C:4]1[N:3]([CH2:1][CH3:2])[CH2:17][CH3:18] |f:2.3|. Procedure: Methyl 2-(3,3-diethyl-thioureido)benzoate (2.29 g, 8.59 mmol) was dissolved in methanol (15 mL), followed by addition of iodomethane (1.07 mL, 17.2 mmol). The reaction mixture was heated at 80° C. for 10 minutes under microwave conditions making sure the temperature did not exceed 80° C. The reaction mixture was evaporated to dryness and then redissolved in methanol (50 mL). Hydrazine monohydrate (1.25 mL, 25.8 mmol) was added followed by stirring at RT overnight. The reaction mixture was poured...